Dataset: the Open Reaction Database (ORD), a public repository of structured organic reaction records. Task: describe an organic reaction: reactants, conditions, products, and yield Reactants: C(CCC)C=1OC2=C(C1C(C1=CC=C(C=C1)O)=O)C=CC=C2 (2-n-butyl-3-(4-hydroxybenzoyl)benzofuran), C(C)(C)(C)N1CC(C1)Cl (N-t-butyl-3-chloroazetidine), [OH-].[Na+] (sodium hydroxide). Solvent: C(C)O (ethanol). Product: C(CCC)C=1OC2=C(C1C(C1=CC=C(C=C1)OC1CN(C1)C(C)(C)C)=O)C=CC=C2 (2-n-Butyl-3-[4-(N-t-butyl-3-azetidinoxy)benzoyl]benzofuran). As a reaction SMILES: [CH2:1]([C:5]1[O:6][C:7]2[CH:22]=[CH:21][CH:20]=[CH:19][C:8]=2[C:9]=1[C:10](=[O:18])[C:11]1[CH:16]=[CH:15][C:14]([OH:17])=[CH:13][CH:12]=1)[CH2:2][CH2:3][CH3:4].[C:23]([N:27]1[CH2:30][CH:29](Cl)[CH2:28]1)([CH3:26])([CH3:25])[CH3:24].[OH-].[Na+]>C(O)C>[CH2:1]([C:5]1[O:6][C:7]2[CH:22]=[CH:21][CH:20]=[CH:19][C:8]=2[C:9]=1[C:10](=[O:18])[C:11]1[CH:16]=[CH:15][C:14]([O:17][CH:29]2[CH2:30][N:27]([C:23]([CH3:26])([CH3:25])[CH3:24])[CH2:28]2)=[CH:13][CH:12]=1)[CH2:2][CH2:3][CH3:4] |f:2.3|. Procedure details: A mixture of 3.98 g. (13.5 mmol.) of 2-n-butyl-3-(4-hydroxybenzoyl)benzofuran, 2.0 g. (13.5 mmol.) of N-t-butyl-3-chloroazetidine and 0.54 g. of sodium hydroxide in 75 ml. of ethanol was refluxed for five hours. The reaction mixture was cooled, filtered and 125 ml. of 10% aqueous sodium hydroxide solution was added. The mixture was extracted three times with chloroform, the combined extracts were evaporated to dryness and the residue was chromatographed on alumina with chloroform as eluant to gi... Starting materials: ClC=1N=C(C2=C(N1)C(CC2=O)C2=CC=CC=C2)NC (2-chloro-4-(methylamino)-7-phenyl-6,7-dihydro-5H-cyclopenta[d]pyrimidin-5-one), ClC=1N=CN(C1)C1=C(C=C(N)C=C1)OC (4-(4-chloro-1H-imidazol-1-yl)-3-methoxyaniline), S(O)(O)(=O)=O (sulfuric acid). The solvent is C1CCOC1 (THF). Product: ClC=1N=CN(C1)C1=C(C=C(C=C1)NC=1N=C(C2=C(N1)C(CC2=O)C2=CC=CC=C2)NC)OC ((±)-2-(4-(4-chloro-1H-imidazol-1-yl)-3-methoxyphenylamino)-4-(methylamino)-7-phenyl-6,7-dihydro-5H-cyclopenta[d]pyrimidin-5-one). RXN SMILES: Cl[C:2]1[N:3]=[C:4]([NH:18][CH3:19])[C:5]2[C:10](=[O:11])[CH2:9][CH:8]([C:12]3[CH:17]=[CH:16][CH:15]=[CH:14][CH:13]=3)[C:6]=2[N:7]=1.[Cl:20][C:21]1[N:22]=[CH:23][N:24]([C:26]2[CH:32]=[CH:31][C:29]([NH2:30])=[CH:28][C:27]=2[O:33][CH3:34])[CH:25]=1.S(=O)(=O)(O)O>C1COCC1>[Cl:20][C:21]1[N:22]=[CH:23][N:24]([C:26]2[CH:32]=[CH:31][C:29]([NH:30][C:2]3[N:3]=[C:4]([NH:18][CH3:19])[C:5]4[C:10](=[O:11])[CH2:9][CH:8]([C:12]5[CH:17]=[CH:16][CH:15]=[CH:14][CH:13]=5)[C:6]=4[N:7]=3)=[CH:28][C:27]=2[O:33][CH3:34])[CH:25]=1. Procedure details: A solution of 2-chloro-4-(methylamino)-7-phenyl-6,7-dihydro-5H-cyclopenta[d]pyrimidin-5-one (Preparation AN) (7 mg) and 4-(4-chloro-1H-imidazol-1-yl)-3-methoxyaniline (Preparation A) (7 mg) in THF (0.2 mL) and sulfuric acid (4 mg) was heated at 85° C. for 12 h. THF was removed in vacuo, and the residue was purified by reverse phase preparative to give the title compound (as its TFA salt) as a yellowish oil (9 mg). LC-MS (M+H)+=461.12. 1HNMR (500 MHz, CD3OD) δ ppm 7.80 (m), 7.1-7.4 (m), 4.50 (1H,... The reactants are ClC1=C(C(=O)O)C=CC(=N1)Cl (2,6-dichloronicotinic acid), NCC1=NC=CC=C1 (2-(aminomethyl)pyridine). Solvent: C(C)(C)(C)O (tert-butanol). Reaction conditions: temperature 100 celsius. Yields the product ClC1=NC(=C(C(=O)O)C=C1)NCC1=NC=CC=C1 (6-Chloro-2-[(pyridin-2-ylmethyl)amino]nicotinic acid). The yield is 79.0%. As a reaction SMILES: Cl[C:2]1[N:10]=[C:9]([Cl:11])[CH:8]=[CH:7][C:3]=1[C:4]([OH:6])=[O:5].[NH2:12][CH2:13][C:14]1[CH:19]=[CH:18][CH:17]=[CH:16][N:15]=1>C(O)(C)(C)C>[Cl:11][C:9]1[CH:8]=[CH:7][C:3]([C:4]([OH:6])=[O:5])=[C:2]([NH:12][CH2:13][C:14]2[CH:19]=[CH:18][CH:17]=[CH:16][N:15]=2)[N:10]=1. Reported procedure: 4 g of 2,6-dichloronicotinic acid (20.83 mmol, Aldrich) and 10.74 ml of 2-(aminomethyl)pyridine (104.17 mmol) are placed in an 80 ml sealed tube containing 40 ml of tert-butanol. The mixture is heated at 100° C. overnight and evaporated to dryness. The residue is taken up in water and the mixture is acidified by pouring in an aqueous solution of acetic acid at 10%. The precipitate is isolated by filtration and, after drying in an oven under a reduced vacuum, 4.35 g of expected product are obtain...